The task is: describe an organic reaction: reactants, conditions, products, and yield. This data is from the Open Reaction Database (ORD), a public repository of structured organic reaction records. Reactants: [OH-].[Na+] (sodium hydroxide), O (water), [OH-].[Na+] (sodium hydroxide), SCCO (2-mercaptoethanol), C(C)(C)N=NC1(CCCCC1)Cl (1-isopropylazo-1-chlorocyclohexane). Solvent: CO (methanol). Reaction conditions: temperature 10 celsius, time 20 minute. Yields the product C(C)(C)N=NC1(CCCCC1)SCCO (1-Isoproylazo-1-(β-hydroxyethylthio)cyclohexane). As a reaction SMILES: [OH-].[Na+].[SH:3][CH2:4][CH2:5][OH:6].[CH:7]([N:10]=[N:11][C:12]1(Cl)[CH2:17][CH2:16][CH2:15][CH2:14][CH2:13]1)([CH3:9])[CH3:8].O>CO>[CH:7]([N:10]=[N:11][C:12]1([S:3][CH2:4][CH2:5][OH:6])[CH2:17][CH2:16][CH2:15][CH2:14][CH2:13]1)([CH3:9])[CH3:8] |f:0.1|. Reported procedure: To a stirred solution of 4.8 grams (.06 moles) of 50% sodium hydroxide in 60 ml of methanol in a 125 ml erlenmeyer flask was added 5.46 grams (.07 moles) of 2-mercaptoethanol while holding the reaction temperature below 25° C. After the addition was complete, the mixture was stirred for 20 minutes at 10° C and 9.5 grams (.05 moles) of 1-isopropylazo-1-chlorocyclohexane (from Example 3-2) was added dropwise over 25 minutes while holding the temperature below 15° C. After the addition was complete... The reactants are S(=O)(=O)(O)C1=CC=C(C)C=C1.NN1C(=NCC1)SC (1-Amino-2-methylthio-2-imidazoline tosylate), NCCO (2-aminoethanol). The solvent is C(C)(C)O (isopropanol). Conditions: temperature 40 celsius, time 8 hour. Yields the product S(=O)(=O)(O)C1=CC=C(C)C=C1.NN1C(=NCC1)CCO (1-amino-2-(2-hydroxyethyl)-2-imidazoline tosylate). Yield: 89.0%. RXN SMILES: [S:1]([C:5]1[CH:11]=[CH:10][C:8]([CH3:9])=[CH:7][CH:6]=1)([OH:4])(=[O:3])=[O:2].[NH2:12][N:13]1[CH2:17][CH2:16][N:15]=[C:14]1SC.N[CH2:21][CH2:22][OH:23]>C(O)(C)C>[S:1]([C:5]1[CH:11]=[CH:10][C:8]([CH3:9])=[CH:7][CH:6]=1)([OH:4])(=[O:3])=[O:2].[NH2:12][N:13]1[CH2:17][CH2:16][N:15]=[C:14]1[CH2:21][CH2:22][OH:23] |f:0.1,4.5|. Reported procedure: 1-Amino-2-methylthio-2-imidazoline tosylate (3.03 g) and isopropanol (7.5 ml) are placed in a 25 ml round bottom flask, then 2-aminoethanol (1.22 g) is added. The mixture is heated to about 40° C. to give a solution. After stirring overnight at 25° C., the mixture is concentrated to a thick colorless oil. Crystals were form upon storage at -20° C. Trituration with 10 ml isopropanol and filtration gives 2.68 g (84.8%) of 1-amino-2-(2-hydroxyethyl)-2-imidazoline tosylate as colorless crystals with... Reactants: COc1cc(C(=O)c2ccnc(Br)c2)c(C(OC)OC)cc1OC, CC(C)=O, Cl, O. Product: COc1cc(C=O)c(C(=O)c2ccnc(Br)c2)cc1OC. As a reaction SMILES: [CH3:1][O:2][CH:3]([c:4]1[cH:5][c:6]([O:21][CH3:22])[c:7]([O:19][CH3:20])[cH:8][c:9]1[C:10]([c:11]1[cH:12][c:13]([Br:17])[n:14][cH:15][cH:16]1)=[O:18])[O:23][CH3:24].[CH3:26][C:27](=[O:28])[CH3:29].[ClH:25].[OH2:30]>>[O:2]=[CH:3][c:4]1[cH:5][c:6]([O:21][CH3:22])[c:7]([O:19][CH3:20])[cH:8][c:9]1[C:10]([c:11]1[cH:12][c:13]([Br:17])[n:14][cH:15][cH:16]1)=[O:18].